This data is from the Open Reaction Database (ORD), a public repository of structured organic reaction records. The task is: describe an organic reaction: reactants, conditions, products, and yield The reactants are C(C)(=O)[O-].[Na+] (sodium acetate), [OH-].[Na+] (sodium hydroxide), FC(C(F)F)(OC1=CC=C(C=C1)SCCC=O)F (3-[4-(1,1,2,2-tetrafluoroethoxy)phenylthio]propanal), C(CC(=O)C)(=O)OC (methyl acetoacetate), Cl (hydrochloric acid), Cl (hydrochloric acid). Reagents/catalysts: [Br-].C(CCC)[N+](CCCC)(CCCC)CCCC (tetrabutylammonium bromide). Solvent: C1(=CC=CC=C1)C (toluene), O (water). Run at time 3 hour. Product: OC(CC(C)=O)CCSC1=CC=C(C=C1)OC(C(F)F)(F)F (4-hydroxy-6-[4-(1,1,2,2-tetrafluoroethoxy)phenylthio]-2-hexanone). Isolated yield 83.9%. As a reaction SMILES: C(OC)(=O)[CH2:2][C:3]([CH3:5])=[O:4].[OH-].[Na+].Cl.C([O-])(=O)C.[Na+].[F:17][C:18]([F:34])([O:22][C:23]1[CH:28]=[CH:27][C:26]([S:29][CH2:30][CH2:31][CH:32]=[O:33])=[CH:25][CH:24]=1)[CH:19]([F:21])[F:20]>O.[Br-].C([N+](CCCC)(CCCC)CCCC)CCC.C1(C)C=CC=CC=1>[OH:33][CH:32]([CH2:31][CH2:30][S:29][C:26]1[CH:27]=[CH:28][C:23]([O:22][C:18]([F:17])([F:34])[CH:19]([F:21])[F:20])=[CH:24][CH:25]=1)[CH2:2][C:3](=[O:4])[CH3:5] |f:1.2,4.5,8.9|. Procedure: 10.56 Grams of methyl acetoacetate were dissolved in 14 ml of water, and 13.9 g of a 28% aqueous sodium hydroxide solution were added thereto by drops while cooling the mixture to 35° C. or less. After having been stirred at 30°-35° C. for 3 hours, the mixture was adjusted to pH 7.5 with a concentrated aqueous hydrochloric acid solution. Thereafter, 0.6 g of sodium acetate and 2.3 g of tetrabutylammonium bromide were added thereto and then 43.4 g of a toluene solution containing 34.9% of 3-[4-(1... The reactants are C(C)(C)C=1C(NC(NC1SC1=CC(=CC(=C1)C)C)=O)=O (5-Isopropyl-6-(3,5-dimethylphenylthio)-2,4-pyrimidinedione), C=1(C(=CC=CC1)S(=O)(=O)OCC1CC=CC1)C ((cyclopent-3-en-1-yl)methyl toluenesulfonate). Yields the product C1(CC=CC1)CN1C(NC(C(=C1SC1=CC(=CC(=C1)C)C)C(C)C)=O)=O (1-[(Cyclopent-3-en-1-yl)methyl]-5-isopropyl-6-(3,5-dimethylphenylthio) -2,4-pyrimidinedione). Yield: 62.8%. Reaction SMILES: [CH:1]([C:4]1[C:5](=[O:20])[NH:6][C:7](=[O:19])[NH:8][C:9]=1[S:10][C:11]1[CH:16]=[C:15]([CH3:17])[CH:14]=[C:13]([CH3:18])[CH:12]=1)([CH3:3])[CH3:2].C1(C)C(S(O[CH2:31][CH:32]2[CH2:36][CH:35]=[CH:34][CH2:33]2)(=O)=O)=CC=CC=1>>[CH:32]1([CH2:31][N:8]2[C:9]([S:10][C:11]3[CH:12]=[C:13]([CH3:18])[CH:14]=[C:15]([CH3:17])[CH:16]=3)=[C:4]([CH:1]([CH3:3])[CH3:2])[C:5](=[O:20])[NH:6][C:7]2=[O:19])[CH2:36][CH:35]=[CH:34][CH2:33]1. Procedure: 5-Isopropyl-6-(3,5-dimethylphenylthio)-2,4-pyrimidinedione and (cyclopent-3-en-1-yl)methyl toluenesulfonate were reacted by the same way with example 1 to obtain the titled compound. Starting materials: C(C1=CC=CC=C1)(=O)C=1C=NC=C(C1)Br (3-benzoyl-5-bromopyridine), C(C)(C)(C)OC(=O)N1[C@@H]2CN[C@H](C1)C2 ((1S,4S)-N-(tert-butoxycarb- onyl)-2,5-diazabicyclo[2.2.1]heptane), CC(C)([O-])C.[Na+] (sodium tert-butoxide), C1(=CC=CC=C1)C (toluene). Reagents/catalysts: C=1C=CC(=CC1)/C=C/C(=O)/C=C/C2=CC=CC=C2.C=1C=CC(=CC1)/C=C/C(=O)/C=C/C2=CC=CC=C2.C=1C=CC(=CC1)/C=C/C(=O)/C=C/C2=CC=CC=C2.[Pd].[Pd] (tris(dibenzylideneacetone)dipalladium(0)), C1(=CC=CC=C1)P(C1=C(C2=CC=CC=C2C=C1)C1=C(C=CC2=CC=CC=C12)P(C1=CC=CC=C1)C1=CC=CC=C1)C1=CC=CC=C1 (rac-2,2′-bis(diphenylphosphino)-1,1′-binaphthyl). The solvent is O (water). Yields the product C(C1=CC=CC=C1)(=O)C=1C=C(C=NC1)N1[C@@H]2CN([C@H](C1)C2)C(=O)OC(C)(C)C ((1S,4S)-5-(5-Benzoyl-3-pyridyl)-2-(tert-butoxycarbonyl)-2,5-diazabicyclo[2.2.1]heptane). Isolated yield 45.7%. As a reaction SMILES: [C:1]([C:9]1[CH:10]=[N:11][CH:12]=[C:13](Br)[CH:14]=1)(=[O:8])[C:2]1[CH:7]=[CH:6][CH:5]=[CH:4][CH:3]=1.[C:16]([O:20][C:21]([N:23]1[CH2:28][C@@H:27]2[CH2:29][C@H:24]1[CH2:25][NH:26]2)=[O:22])([CH3:19])([CH3:18])[CH3:17].CC(C)([O-])C.[Na+].C1(C)C=CC=CC=1>O.C1C=CC(/C=C/C(/C=C/C2C=CC=CC=2)=O)=CC=1.C1C=CC(/C=C/C(/C=C/C2C=CC=CC=2)=O)=CC=1.C1C=CC(/C=C/C(/C=C/C2C=CC=CC=2)=O)=CC=1.[Pd].[Pd].C1(P(C2C=CC=CC=2)C2C=CC3C(=CC=CC=3)C=2C2C3C(=CC=CC=3)C=CC=2P(C2C=CC=CC=2)C2C=CC=CC=2)C=CC=CC=1>[C:1]([C:9]1[CH:14]=[C:13]([N:26]2[CH2:25][C@@H:24]3[CH2:29][C@H:27]2[CH2:28][N:23]3[C:21]([O:20][C:16]([CH3:19])([CH3:18])[CH3:17])=[O:22])[CH:12]=[N:11][CH:10]=1)(=[O:8])[C:2]1[CH:7]=[CH:6][CH:5]=[CH:4][CH:3]=1 |f:2.3,6.7.8.9.10|. Procedure details: In a sealed pressure tube under a nitrogen atmosphere, 3-benzoyl-5-bromopyridine (0.542 g, 2.1 mmol), (1S,4S)-N-(tert-butoxycarb- onyl)-2,5-diazabicyclo[2.2.1]heptane (0.475 g, 2.4 mmol), tris(dibenzylideneacetone)dipalladium(0) (0.04 g, 0.04 mmol), rac-2,2′-bis(diphenylphosphino)-1,1′-binaphthyl (0.05 g, 0.08 mmol), sodium tert-butoxide (0.380 g, 3.8 mmol) and anhydrous toluene (20 mL) were stirred at 90° C. for 20 h. The reaction mixture was cooled to room temperature and diluted with water (2... The reactants are C(CCC)C1=NC2=C(N1CC1=CC=C(C=C1)C1=C(C=CC=C1)C#N)C=C(C=C2C)N2C(C1=CC=CC=C1C2)=O (4'-[[2-n-butyl-4-methyl-6-(1-oxo-isoindolin-2-yl)-benzimidazol-1-yl]-methyl]-2-cyano-biphenyl), [N-]=[N+]=[N-].[Na+] (sodium azide). Run in CN(C=O)C (dimethylformamide). Yields the product C(CCC)C1=NC2=C(N1CC1=CC=C(C=C1)C1=C(C=CC=C1)C1=NN=NN1)C=C(C=C2C)N2C(C1=CC=CC=C1C2)=O (4'-[[2-n-Butyl-4-methyl-6-(1-oxo-isoindolin-2-yl)-benzimidazol-1-yl]-methyl]-2-(1H-tetrazol-5-yl)-biphenyl). As a reaction SMILES: [CH2:1]([C:5]1[N:9]([CH2:10][C:11]2[CH:16]=[CH:15][C:14]([C:17]3[CH:22]=[CH:21][CH:20]=[CH:19][C:18]=3[C:23]#[N:24])=[CH:13][CH:12]=2)[C:8]2[CH:25]=[C:26]([N:30]3[CH2:38][C:37]4[C:32](=[CH:33][CH:34]=[CH:35][CH:36]=4)[C:31]3=[O:39])[CH:27]=[C:28]([CH3:29])[C:7]=2[N:6]=1)[CH2:2][CH2:3][CH3:4].[N-:40]=[N+:41]=[N-:42].[Na+]>CN(C)C=O>[CH2:1]([C:5]1[N:9]([CH2:10][C:11]2[CH:16]=[CH:15][C:14]([C:17]3[CH:22]=[CH:21][CH:20]=[CH:19][C:18]=3[C:23]3[NH:42][N:41]=[N:40][N:24]=3)=[CH:13][CH:12]=2)[C:8]2[CH:25]=[C:26]([N:30]3[CH2:38][C:37]4[C:32](=[CH:33][CH:34]=[CH:35][CH:36]=4)[C:31]3=[O:39])[CH:27]=[C:28]([CH3:29])[C:7]=2[N:6]=1)[CH2:2][CH2:3][CH3:4] |f:1.2|. Reported procedure: Prepared analogously to Example 10 from 4'-[[2-n-butyl-4-methyl-6-(1-oxo-isoindolin-2-yl)-benzimidazol-1-yl]-methyl]-2-cyano-biphenyl and sodium azide in dimethylformamide. Product: CCC(=O)c1cccc(Oc2ccccc2)c1. The reactants are CCOCC, O=[Cr](=O)(O)O, [Na+], [Na+], O=C([O-])[O-], CCC(O)c1cccc(Oc2ccccc2)c1, O. Reaction SMILES: [CH2:18]([O:19][CH2:20][CH3:21])[CH3:22].[Cr:23]([OH:24])([OH:25])(=[O:26])=[O:27].[Na+:28].[Na+:29].[O-:30][C:31](=[O:32])[O-:33].[O:1]([c:2]1[cH:3][cH:4][cH:5][cH:6][cH:7]1)[c:8]1[cH:9][c:10]([CH:14]([CH2:15][CH3:16])[OH:17])[cH:11][cH:12][cH:13]1.[OH2:34]>>[O:1]([c:2]1[cH:3][cH:4][cH:5][cH:6][cH:7]1)[c:8]1[cH:9][c:10]([C:14]([CH2:15][CH3:16])=[O:17])[cH:11][cH:12][cH:13]1.